Dataset: the Open Reaction Database (ORD), a public repository of structured organic reaction records. Task: describe an organic reaction: reactants, conditions, products, and yield The reactants are FC(C(=O)O)(F)F.ClC1=C(C(=NC2=CC(=CC(=C12)F)F)N1CCNCC1)C (4-chloro-5,7-difluoro-3-methyl-2-(piperazin-1-yl)quinoline 2,2,2-trifluoroacetate), C([O-])([O-])=O.[K+].[K+] (potassium carbonate), ClC(=O)OC (methyl chloroformate). Solvent: CC(=O)C (acetone). Conditions: temperature 80 celsius. Yields the product ClC1=C(C(=NC2=CC(=CC(=C12)F)F)N1CCN(CC1)C(=O)OC)C (methyl 4-(4-chloro-5,7-difluoro-3-methylquinolin-2-yl)piperazine-1-carboxylate). RXN SMILES: FC(F)(F)C(O)=O.[Cl:8][C:9]1[C:18]2[C:13](=[CH:14][C:15]([F:20])=[CH:16][C:17]=2[F:19])[N:12]=[C:11]([N:21]2[CH2:26][CH2:25][NH:24][CH2:23][CH2:22]2)[C:10]=1[CH3:27].C(=O)([O-])[O-].[K+].[K+].Cl[C:35]([O:37][CH3:38])=[O:36]>CC(C)=O>[Cl:8][C:9]1[C:18]2[C:13](=[CH:14][C:15]([F:20])=[CH:16][C:17]=2[F:19])[N:12]=[C:11]([N:21]2[CH2:26][CH2:25][N:24]([C:35]([O:37][CH3:38])=[O:36])[CH2:23][CH2:22]2)[C:10]=1[CH3:27] |f:0.1,2.3.4|. Procedure details: The 4-chloro-5,7-difluoro-3-methyl-2-(piperazin-1-yl)quinoline 2,2,2-trifluoroacetate (150 mg, 0.37 mmol), potassium carbonate (360 mg, 2.60 mmol) and methyl chloroformate (0.11 mL, 1.50 mmol) were added to acetone (3.0 mL). The slurry was heated in a microwave reactor at 80° C. for 3 h. The reaction mixture was cond and the residue was partitioned between water and EtOAc. The aq. layer was extracted with EtOAc (2×50 mL). The combined organic layers were washed with brine (1×30 mL) and dried ove... Reactants: ClC1=C(C=CC=C1)S(=O)(=O)[C@@H]1C[C@H](N(C1)C(=O)C1(CC1)C1=NC=C(C=C1F)Cl)C(=O)O ((2S,4R)-4-(2-Chloro-benzenesulfonyl)-1-[1-(5-chloro-3-fluoro-pyridin-2-yl)-cyclopropanecarbonyl]-pyrrolidine-2-carboxylic acid), C(C1=CC=CC=C1)NC(C([C@H](CCC)N)=O)=O ((S)-3-Amino-2-oxo-hexanoic acid benzylamide). Yields the product C(C1=CC=CC=C1)NC(C([C@H](CCC)NC(=O)[C@H]1N(C[C@@H](C1)S(=O)(=O)C1=C(C=CC=C1)Cl)C(=O)C1(CC1)C1=NC=C(C=C1F)Cl)=O)=O ((2S,4R)—N—((S)-1-(benzylamino)-1,2-dioxohexan-3-yl)-1-(1-(5-chloro-3-fluoropyridin-2-yl)cyclopropanecarbonyl)-4-(2-chlorophenylsulfonyl)pyrrolidine-2-carboxamide). RXN SMILES: [Cl:1][C:2]1[CH:7]=[CH:6][CH:5]=[CH:4][C:3]=1[S:8]([C@H:11]1[CH2:15][N:14]([C:16]([C:18]2([C:21]3[C:26]([F:27])=[CH:25][C:24]([Cl:28])=[CH:23][N:22]=3)[CH2:20][CH2:19]2)=[O:17])[C@H:13]([C:29](O)=[O:30])[CH2:12]1)(=[O:10])=[O:9].[CH2:32]([NH:39][C:40](=[O:48])[C:41](=[O:47])[C@@H:42]([NH2:46])[CH2:43][CH2:44][CH3:45])[C:33]1[CH:38]=[CH:37][CH:36]=[CH:35][CH:34]=1>>[CH2:32]([NH:39][C:40](=[O:48])[C:41](=[O:47])[C@@H:42]([NH:46][C:29]([C@@H:13]1[CH2:12][C@@H:11]([S:8]([C:3]2[CH:4]=[CH:5][CH:6]=[CH:7][C:2]=2[Cl:1])(=[O:10])=[O:9])[CH2:15][N:14]1[C:16]([C:18]1([C:21]2[C:26]([F:27])=[CH:25][C:24]([Cl:28])=[CH:23][N:22]=2)[CH2:19][CH2:20]1)=[O:17])=[O:30])[CH2:43][CH2:44][CH3:45])[C:33]1[CH:38]=[CH:37][CH:36]=[CH:35][CH:34]=1. Reported procedure: The title compound was prepared in analogy to Example 1, using (2S,4R)-4-(2-Chloro-benzenesulfonyl)-1-[1-(5-chloro-3-fluoro-pyridin-2-yl)-cyclopropanecarbonyl]-pyrrolidine-2-carboxylic acid and (S)-3-Amino-2-oxo-hexanoic acid benzylamide in step 1. MS (m/e)=703.15 [M+H+]. Yield: 57.1%. Reaction SMILES: [C:1]([C:3]1[CH:31]=[CH:30][C:6]([O:7][C:8]2[C:16]([F:17])=[CH:15][C:11]([C:12]([OH:14])=O)=[C:10]([O:18][C:19]3[CH:24]=[CH:23][CH:22]=[C:21]([O:25][C:26]([F:29])([F:28])[F:27])[CH:20]=3)[N:9]=2)=[CH:5][CH:4]=1)#[N:2].[C:32]([O:36][C:37](=[O:47])[NH:38][CH2:39][CH2:40][CH:41]1[CH2:46][CH2:45][NH:44][CH2:43][CH2:42]1)([CH3:35])([CH3:34])[CH3:33]>>[C:32]([O:36][C:37](=[O:47])[NH:38][CH2:39][CH2:40][CH:41]1[CH2:42][CH2:43][N:44]([C:12]([C:11]2[C:10]([O:18][C:19]3[CH:24]=[CH:23][CH:22]=[C:21]([O:25][C:26]([F:29])([F:27])[F:28])[CH:20]=3)=[N:9][C:8]([O:7][C:6]3[CH:5]=[CH:4][C:3]([C:1]#[N:2])=[CH:31][CH:30]=3)=[C:16]([F:17])[CH:15]=2)=[O:14])[CH2:45][CH2:46]1)([CH3:35])([CH3:33])[CH3:34]. The reactants are C(#N)C1=CC=C(OC2=NC(=C(C(=O)O)C=C2F)OC2=CC(=CC=C2)OC(F)(F)F)C=C1 (6-(4-cyano phenoxy)-5-fluoro-2-(3-trifluoromethoxy phenoxy)nicotinic acid), C(C)(C)(C)OC(NCCC1CCNCC1)=O ((2-piperidin-4-yl-ethyl)-carbamic acid tert-butyl ester). Reported procedure: 6-(4-cyano phenoxy)-5-fluoro-2-(3-trifluoromethoxy phenoxy)nicotinic acid (1.3 g, 2.99 mmol) and (2-piperidin-4-yl-ethyl)-carbamic acid tert-butyl ester (0.684 g, 3.0 mmol) were coupled using the procedure of Example 5(c) to afford 1.1 g of the required product. 1HNMR (DMSO-d6): δ 1.2 (2H, m), 1.4 (9H, d), 1.5 (2H, m), 1.6 (2H, m), 2.2 (1H, m), 2.35 (1H, m), 3.0 (3H, m), 3.7 (1H, m), 4.45 (1H, m), 6.78 (1H, m), 7.18 (1H, m), 7.26 (2H, m), 7.32 (1H, s), 7.46 (1H, m), 7.76 (1H, m), 7.86 (1H, s), 8... Product: C(C)(C)(C)OC(NCCC1CCN(CC1)C(=O)C=1C(=NC(=C(C1)F)OC1=CC=C(C=C1)C#N)OC1=CC(=CC=C1)OC(F)(F)F)=O ((2-{1-[6-(4-cyano phenoxy)-5-fluoro-2-(3-trifluoromethoxy phenoxy)pyridine-3-carbonyl]piperidin-4-yl}ethyl)carbamic Acid Tert-butyl Ester). Starting materials: C(C)(C)(C)C=1C=C(C=C(C1OC)N1CCOCC1)C(C)=O (1-[3-(tert-butyl)-4-methoxy-5-morpholinophenyl]-1-ethanone), ClN1C(CCC1=O)=O (N-chlorosuccinimide), CCOCC (ether). The solvent is O1CCCC1 (tetrahydrofuran), C(C)N(CC)CC (triethylamine), tert-butyl dimethylsilyltrifluoromethanesulfonate. Run at time 30 minute. The product is ClCC(=O)C1=CC(=C(C(=C1)N1CCOCC1)OC)C(C)(C)C (2-Chloro-1-[3-(tert-butyl)-4-methoxy-5-morpholinophenyl]-1-ethanone). Yield: 45.8%. Reaction SMILES: [C:1]([C:5]1[CH:6]=[C:7]([C:19](=[O:21])[CH3:20])[CH:8]=[C:9]([N:13]2[CH2:18][CH2:17][O:16][CH2:15][CH2:14]2)[C:10]=1[O:11][CH3:12])([CH3:4])([CH3:3])[CH3:2].[Cl:22]N1C(=O)CCC1=O.CCOCC>O1CCCC1.C(N(CC)CC)C>[Cl:22][CH2:20][C:19]([C:7]1[CH:8]=[C:9]([N:13]2[CH2:14][CH2:15][O:16][CH2:17][CH2:18]2)[C:10]([O:11][CH3:12])=[C:5]([C:1]([CH3:4])([CH3:2])[CH3:3])[CH:6]=1)=[O:21]. Reported procedure: After dissolving 1-[3-(tert-butyl)-4-methoxy-5-morpholinophenyl]-1-ethanone (9.5 g) in tetrahydrofuran (60 ml), triethylamine (13 ml) and tert-butyl dimethylsilyltrifluoromethanesulfonate (9.8 ml) were added dropwise while cooling on ice. The reaction mixture was stirred for 30 minutes while cooling on ice and then N-chlorosuccinimide (5.3 g) was gradually added. After continuing to stir the reaction mixture for 30 minutes, ether (2 l) was added thereto and the resulting mixture was washed twice... Starting materials: COC1=CC=C(C=C1)C(C1=CC=C(C#N)C=C1)=C1CC(CC(C1)(C)C)(C)C (4-[[4-(Methyloxy)phenyl](3,3,5,5-tetramethylcyclohexylidene)methyl]benzonitrile), B(Br)(Br)Br (BBr3). The product is OC1=CC=C(C=C1)C(C1=CC=C(C#N)C=C1)=C1CC(CC(C1)(C)C)(C)C (4-[(4-Hydroxyphenyl)(3,3,5,5-tetramethylcyclohexylidene)methyl]benzonitrile). Isolated yield 52.0%. As a reaction SMILES: C[O:2][C:3]1[CH:8]=[CH:7][C:6]([C:9](=[C:18]2[CH2:23][C:22]([CH3:25])([CH3:24])[CH2:21][C:20]([CH3:27])([CH3:26])[CH2:19]2)[C:10]2[CH:17]=[CH:16][C:13]([C:14]#[N:15])=[CH:12][CH:11]=2)=[CH:5][CH:4]=1.B(Br)(Br)Br>>[OH:2][C:3]1[CH:4]=[CH:5][C:6]([C:9](=[C:18]2[CH2:19][C:20]([CH3:27])([CH3:26])[CH2:21][C:22]([CH3:25])([CH3:24])[CH2:23]2)[C:10]2[CH:17]=[CH:16][C:13]([C:14]#[N:15])=[CH:12][CH:11]=2)=[CH:7][CH:8]=1. Reported procedure: The demethylation protocol described for 208 was used. 4-[[4-(methyloxy)phenyl](3,3,5,5-tetramethylcyclohexylidene)methyl]benzonitrile (209) (0.700 g, 1.95 mmol) was treated with BBr3 to afford 0.350 g (52%) of compound 210 as a white solid. 1H NMR (300 MHz, CDCl3): δ 7.58 (d, J=8.1 Hz, 2H), 7.29 (d, J=8.1 Hz, 2H), 7.02 (d, J=8.4 Hz, 2H), 6.79 (d, J=8.7 Hz, 2H), 2.01 (s, 2H), 1.94 (s, 2H), 1.33 (s, 2H), 0.96 (s, 6H), 0.95 (s, 6H). LCMS (ESI): m/z 344 (M−H)−. Starting materials: CCO, [Na+], [OH-], O=S(=O)(c1ccccc1)n1c(C(O)c2ccoc2)cc2ccncc21. Product: OC(c1ccoc1)c1cc2ccncc2[nH]1. Reaction SMILES: [CH3:28][CH2:29][OH:30].[Na+:27].[OH-:26].[o:1]1[cH:2][c:3]([CH:6]([OH:7])[c:8]2[cH:9][c:10]3[c:11]([cH:12][n:13][cH:14][cH:15]3)[n:16]2[S:17]([c:18]2[cH:19][cH:20][cH:21][cH:22][cH:23]2)(=[O:24])=[O:25])[cH:4][cH:5]1>>[o:1]1[cH:2][c:3]([CH:6]([OH:7])[c:8]2[cH:9][c:10]3[c:11]([cH:12][n:13][cH:14][cH:15]3)[nH:16]2)[cH:4][cH:5]1.